From a dataset of the Open Reaction Database (ORD), a public repository of structured organic reaction records. describe an organic reaction: reactants, conditions, products, and yield The reactants are Oc1ccc(Br)cc1, CCCCCCC(=O)Cl, O, c1ccncc1. Yields the product CCCCCCC(=O)Oc1ccc(Br)cc1. As a reaction SMILES: [Br:1][c:2]1[cH:3][cH:4][c:5]([OH:8])[cH:6][cH:7]1.[C:9]([CH2:10][CH2:11][CH2:12][CH2:13][CH2:14][CH3:15])(=[O:16])[Cl:17].[OH2:18].[cH:19]1[cH:20][cH:21][n:22][cH:23][cH:24]1>>[Br:1][c:2]1[cH:3][cH:4][c:5]([O:8][C:9]([CH2:10][CH2:11][CH2:12][CH2:13][CH2:14][CH3:15])=[O:16])[cH:6][cH:7]1.